Dataset: the Open Reaction Database (ORD), a public repository of structured organic reaction records. Task: describe an organic reaction: reactants, conditions, products, and yield The reactants are ClC1=C(N=C(S1)NC(N(CCC(C1=CC=CC=C1)C1=CC=CC=C1)C=1C=C(C(=O)OCC)C=CC1)=O)C1=CC=C(C=C1)NS(=O)(=O)C (ethyl 3-(3-(5-chloro-4-(4-(methylsulfonamido)phenyl)thiazol-2-yl)-1-(3,3-diphenylpropyl)ureido)benzoate), O.[OH-].[Li+] (lithium hydroxide hydrate). Run in CO (MeOH). Run at temperature 60 celsius, time 3 hour. Yields the product ClC1=C(N=C(S1)NC(=O)N(C=1C=C(C(=O)O)C=CC1)CCC(C1=CC=CC=C1)C1=CC=CC=C1)C1=CC=C(C=C1)NS(=O)(=O)C (3-(((5-chloro-4-(4-((methylsulfonyl)amino)phenyl)-1,3-thiazol-2-yl)carbamoyl)(3,3-diphenylpropyl)amino)benzoic acid). RXN SMILES: [Cl:1][C:2]1[S:6][C:5]([NH:7][C:8](=[O:36])[N:9]([C:25]2[CH:26]=[C:27]([CH:33]=[CH:34][CH:35]=2)[C:28]([O:30]CC)=[O:29])[CH2:10][CH2:11][CH:12]([C:19]2[CH:24]=[CH:23][CH:22]=[CH:21][CH:20]=2)[C:13]2[CH:18]=[CH:17][CH:16]=[CH:15][CH:14]=2)=[N:4][C:3]=1[C:37]1[CH:42]=[CH:41][C:40]([NH:43][S:44]([CH3:47])(=[O:46])=[O:45])=[CH:39][CH:38]=1.O.[OH-].[Li+]>CO>[Cl:1][C:2]1[S:6][C:5]([NH:7][C:8]([N:9]([CH2:10][CH2:11][CH:12]([C:13]2[CH:18]=[CH:17][CH:16]=[CH:15][CH:14]=2)[C:19]2[CH:24]=[CH:23][CH:22]=[CH:21][CH:20]=2)[C:25]2[CH:26]=[C:27]([CH:33]=[CH:34][CH:35]=2)[C:28]([OH:30])=[O:29])=[O:36])=[N:4][C:3]=1[C:37]1[CH:38]=[CH:39][C:40]([NH:43][S:44]([CH3:47])(=[O:45])=[O:46])=[CH:41][CH:42]=1 |f:1.2.3|. Procedure: To a solution of ethyl 3-(3-(5-chloro-4-(4-(methylsulfonamido)phenyl)thiazol-2-yl)-1-(3,3-diphenylpropyl)ureido)benzoate 73 (0.366 g, 0.531 mmol) in MeOH (20 mL) was added lithium hydroxide hydrate (0.440 g, 10.5 mmol). The reaction mixture was heated to 60° C. After 3 h, the reaction mixture was partially concentrated, neutralized with 1 M HCl, and diluted with EtOAc. The organic phase was washed with brine (1×), dried over MgSO4, filtered, and concentrated to give 3-(((5-chloro-4-(4-((methylsu...